Dataset: the Open Reaction Database (ORD), a public repository of structured organic reaction records. Task: describe an organic reaction: reactants, conditions, products, and yield Reactants: Br, CC(=O)O, COc1c(C)cc(Oc2cc(C)c(Cl)c(C)c2)cc1C. Product: Cc1cc(Oc2cc(C)c(Cl)c(C)c2)cc(C)c1O. As a reaction SMILES: [BrH:21].[CH3:22][C:23](=[O:24])[OH:25].[Cl:1][c:2]1[c:3]([CH3:20])[cH:4][c:5]([O:6][c:7]2[cH:8][c:9]([CH3:16])[c:10]([O:14][CH3:15])[c:11]([CH3:13])[cH:12]2)[cH:17][c:18]1[CH3:19]>>[Cl:1][c:2]1[c:3]([CH3:20])[cH:4][c:5]([O:6][c:7]2[cH:8][c:9]([CH3:16])[c:10]([OH:14])[c:11]([CH3:13])[cH:12]2)[cH:17][c:18]1[CH3:19].